This data is from the Open Reaction Database (ORD), a public repository of structured organic reaction records. The task is: describe an organic reaction: reactants, conditions, products, and yield Reactants: N1C[C@H](CC1)NC(=O)C12CC3CC(CC(C1)C3)C2 ((S)-N-(Pyrrolidin-3-yl)-1-adamantanecarboxamide), C1(=CC=C(C=C1)S(=O)(=O)OCC1CCC2=CC=CC=C12)C ((2,3-dihydroinden-1-yl)methyl p-toluenesulfonate). The product is C1(CCC2=CC=CC=C12)CN1C[C@H](CC1)NC(=O)C12CC3CC(CC(C1)C3)C2 ((S)-N-(1-((2,3-dihydroinden-1-yl)methyl)pyrrolidin-3-yl)-1-adamantanecarboxamide). As a reaction SMILES: [NH:1]1[CH2:5][CH2:4][C@H:3]([NH:6][C:7]([C:9]23[CH2:18][CH:13]4[CH2:14][CH:15]([CH2:17][CH:11]([CH2:12]4)[CH2:10]2)[CH2:16]3)=[O:8])[CH2:2]1.C1(C)C=CC(S(O[CH2:29][CH:30]2[C:38]3[C:33](=[CH:34][CH:35]=[CH:36][CH:37]=3)[CH2:32][CH2:31]2)(=O)=O)=CC=1>>[CH:30]1([CH2:29][N:1]2[CH2:5][CH2:4][C@H:3]([NH:6][C:7]([C:9]34[CH2:18][CH:13]5[CH2:14][CH:15]([CH2:17][CH:11]([CH2:12]5)[CH2:10]3)[CH2:16]4)=[O:8])[CH2:2]2)[C:38]2[C:33](=[CH:34][CH:35]=[CH:36][CH:37]=2)[CH2:32][CH2:31]1. Procedure: (S)-N-(Pyrrolidin-3-yl)-1-adamantanecarboxamide and (2,3-dihydroinden-1-yl)methyl p-toluenesulfonate were reacted under the same conditions as in Example 6 to give (S)-N-(1-((2,3-dihydroinden-1-yl)methyl)pyrrolidin-3-yl)-1-adamantanecarboxamide. The reactants are 4-methyl-3-(3-oxobutyl)-maleic acid anhydride, C(C1=CC=CC=C1)(=O)[O-].[NH2+]1CCOCC1 (morpholinium benzoate), C1=CC=CC=C1 (benzene), O (water). The product is CC1C(OC2=C1C=CC(=C2)N2CCOCC2)=O (3-methyl-6-morpholino-benzofuran-2(3H)-one). RXN SMILES: [C:1]([O-:9])(=[O:8])[C:2]1C=CC=C[CH:3]=1.[NH2+:10]1[CH2:15][CH2:14][O:13][CH2:12][CH2:11]1.O.[CH:17]1[CH:22]=[CH:21][CH:20]=[CH:19][CH:18]=1>>[CH3:3][CH:2]1[C:18]2[CH:19]=[CH:20][C:21]([N:10]3[CH2:15][CH2:14][O:13][CH2:12][CH2:11]3)=[CH:22][C:17]=2[O:9][C:1]1=[O:8] |f:0.1|. Reported procedure: A mixture of 18.2 g (0.1 mole) of 4-methyl-3-(3-oxobutyl)-maleic acid anhydride and 22 g (0.105 mole) of morpholinium benzoate in 400 ml of benzene is heated under reflux for 48 hours using a water separator. The benzene is removed in vacuo, the residue is taken up in methylene chloride and the organic phase is extracted twice with saturated sodium bicarbonate solution. The crude product remaining after drying and after removal of the methylene chloride is chromatographed over silica gel with pe... Starting materials: [OH-].[Na+] (Sodium hydroxide), C(C)(=O)SCC(C(=O)NCCCCC(=O)OC)CC1=CC=CC=C1 ((±)-5-[[2-[(Acetylthio)methyl]-1-oxo-3-phenylpropyl]amino]pentanoic acid, methyl ester). Run in C(C)(=O)OCC (ethyl acetate), CO (methanol). Run at time 10 minute. Product: SCC(C(=O)NCCCCC(=O)O)CC1=CC=CC=C1 ((±)-5-[[2-(mercaptomethyl)-1-oxo-3-phenylpropyl]amino] pentanoic acid). RXN SMILES: [OH-].[Na+].C([S:6][CH2:7][CH:8]([CH2:20][C:21]1[CH:26]=[CH:25][CH:24]=[CH:23][CH:22]=1)[C:9]([NH:11][CH2:12][CH2:13][CH2:14][CH2:15][C:16]([O:18]C)=[O:17])=[O:10])(=O)C>CO.C(OCC)(=O)C>[SH:6][CH2:7][CH:8]([CH2:20][C:21]1[CH:22]=[CH:23][CH:24]=[CH:25][CH:26]=1)[C:9]([NH:11][CH2:12][CH2:13][CH2:14][CH2:15][C:16]([OH:18])=[O:17])=[O:10] |f:0.1|. Procedure: 1N Sodium hydroxide (12.9 ml., 3.8 equiv.) is added dropwise over 10 minutes to a chilled solution (ice bath) of the product from part (b) (1.20 g., 3.41 mmole) dissolved in methanol (13 ml.) under a nitrogen atmosphere. The mixture is stirred at 0° for 10 minutes and then allowed to warm to room temperature and stirred for 3 hours. The mixture is concentrated to half volume in vacuo. The residue is diluted with water (40 ml.) washed with chloroform (2×20 ml.), and acidified to a pH of about 1.5... Reactants: O.[OH-].[Li+] (Lithium hydroxide monohydrate), COC(CC1=CC2=CC=C(C=C2C(=C1C)C1=CC=C(C=C1)S(=O)(=O)C1=CC(=CC(=C1)F)F)F)=O ({4-[4-(3,5-difluorobenzenesulfonyl)-phenyl]-6-fluoro-3-methyl-naphthalen-2-yl}-acetic acid methyl ester). Solvent: hexanes, C1CCOC1.O (THF H2O). Run at time 16 hour. Yields the product FC=1C=C(C=C(C1)F)S(=O)(=O)C1=CC=C(C=C1)C1=C(C(=CC2=CC=C(C=C12)F)CC(=O)O)C ({4-[4-(3,5-difluorobenzenesulfonyl)-phenyl]-6-fluoro-3-methyl-naphthalen-2-yl}-acetic acid). Yield: 98.5%. RXN SMILES: O.[OH-].[Li+].C[O:5][C:6](=[O:37])[CH2:7][C:8]1[C:17]([CH3:18])=[C:16]([C:19]2[CH:24]=[CH:23][C:22]([S:25]([C:28]3[CH:33]=[C:32]([F:34])[CH:31]=[C:30]([F:35])[CH:29]=3)(=[O:27])=[O:26])=[CH:21][CH:20]=2)[C:15]2[C:10](=[CH:11][CH:12]=[C:13]([F:36])[CH:14]=2)[CH:9]=1>C1COCC1.O>[F:34][C:32]1[CH:33]=[C:28]([S:25]([C:22]2[CH:21]=[CH:20][C:19]([C:16]3[C:15]4[C:10](=[CH:11][CH:12]=[C:13]([F:36])[CH:14]=4)[CH:9]=[C:8]([CH2:7][C:6]([OH:37])=[O:5])[C:17]=3[CH3:18])=[CH:24][CH:23]=2)(=[O:27])=[O:26])[CH:29]=[C:30]([F:35])[CH:31]=1 |f:0.1.2,4.5|. Reported procedure: Lithium hydroxide monohydrate (0.019 g, 0.45 mmol) was added to a stirred solution of {4-[4-(3,5-difluorobenzenesulfonyl)-phenyl]-6-fluoro-3-methyl-naphthalen-2-yl}-acetic acid methyl ester (0.055 g, 0.11 mmol) in a 3:1 THF—H2O mixture (4 mL). The reaction mixture was stirred for 16 hours at room temperature. The THF was distilled off under reduced pressure, and the crude residue was diluted with water, acidified [pH˜2] via the drop-wise addition of an aqueous solution of hydrochloric acid (6.0 ... Reaction conditions: temperature 50 celsius. Yield: 57.5%. Starting materials: NC=1ON=C2N(C(N(C(C21)=O)C)=O)C (3-amino-5,7-dimethylisoxazolo[3,4-d]pyrimidine-4,6(5H,7H)-dione), C1(CCCCC1)C(=O)Cl (cyclohexanecarbonyl chloride). As a reaction SMILES: [NH2:1][C:2]1[O:3][N:4]=[C:5]2[C:10]=1[C:9](=[O:11])[N:8]([CH3:12])[C:7](=[O:13])[N:6]2[CH3:14].[CH:15]1([C:21](Cl)=[O:22])[CH2:20][CH2:19][CH2:18][CH2:17][CH2:16]1>N1C=CC=CC=1>[CH:15]1([C:21]([NH:1][C:2]2[O:3][N:4]=[C:5]3[C:10]=2[C:9](=[O:11])[N:8]([CH3:12])[C:7](=[O:13])[N:6]3[CH3:14])=[O:22])[CH2:20][CH2:19][CH2:18][CH2:17][CH2:16]1. Reported procedure: To a solution of 17.5 g of 3-amino-5,7-dimethylisoxazolo[3,4-d]pyrimidine-4,6(5H,7H)-dione in 350 ml of pyridine, 26.2 g of cyclohexanecarbonyl chloride was added and the mixture was heated at 50° C. for 3 hours. The mixture was evaporated to dryness under reduced pressure and 200 ml of methanol was added to the residue. The resultant crystals were recrystallized twice from chloroform-methanol to afford 15.7 g of colorless needles, m.p. 210°-212° C. Solvent: N1=CC=CC=C1 (pyridine). Product: C1(CCCCC1)C(=O)NC=1ON=C2N(C(N(C(C21)=O)C)=O)C (3-Cyclohexylcarbonylamino-5,7-dimethylisoxazolo[3,4-d]pyrimidine-4,6(5H,7H)-dione). Reactants: O[C@H]1[C@H](N(C[C@@H]1O)C(CNC(CNC([C@H](C)NC(CNC=1SC(=CN1)C=O)=O)=O)=O)=O)CC1=CC=C(C=C1)OC ((S)-N-(2-(2-((2R,3S,4S)-3,4-Dihydroxy-2-(4-methoxybenzyl)pyrrolidin-1-yl)-2-oxoethylamino)-2-oxoethyl)-2-(2-(5-formylthiazol-2-ylamino)acetamido)propanamide), [BH4-].[Na+] (sodium borohydride). Solvent: CCO.O (EtOH H2O). The product is O[C@H]1[C@H](N(C[C@@H]1O)C(CNC(CNC([C@H](C)NC(CNC=1SC(=CN1)CO)=O)=O)=O)=O)CC1=CC=C(C=C1)OC ((S)-N-(2-(2-((2R,3S,4S)-3,4-Dihydroxy-2-(4-methoxybenzyl)pyrrolidin-1-yl)-2-oxoethylamino)-2-oxoethyl)-2-(2-(5-(hydroxymethyl)thiazol-2-ylamino)acetamido)propanamide). Reaction SMILES: [OH:1][C@@H:2]1[C@@H:6]([OH:7])[CH2:5][N:4]([C:8](=[O:31])[CH2:9][NH:10][C:11](=[O:30])[CH2:12][NH:13][C:14](=[O:29])[C@@H:15]([NH:17][C:18](=[O:28])[CH2:19][NH:20][C:21]2[S:22][C:23]([CH:26]=[O:27])=[CH:24][N:25]=2)[CH3:16])[C@@H:3]1[CH2:32][C:33]1[CH:38]=[CH:37][C:36]([O:39][CH3:40])=[CH:35][CH:34]=1.[BH4-].[Na+]>CCO.O>[OH:1][C@@H:2]1[C@@H:6]([OH:7])[CH2:5][N:4]([C:8](=[O:31])[CH2:9][NH:10][C:11](=[O:30])[CH2:12][NH:13][C:14](=[O:29])[C@@H:15]([NH:17][C:18](=[O:28])[CH2:19][NH:20][C:21]2[S:22][C:23]([CH2:26][OH:27])=[CH:24][N:25]=2)[CH3:16])[C@@H:3]1[CH2:32][C:33]1[CH:34]=[CH:35][C:36]([O:39][CH3:40])=[CH:37][CH:38]=1 |f:1.2,3.4|. Procedure: Following the procedure as described ion Example 32, except using material from Example 44 (21.4 mg, 0.031 mmol), EtOH/H2O (4:1) (2.0 mL) and sodium borohydride (7.2 mg, 0.190 mmol), the title compound is isolated (quantitative yield) and is used crude, “as is”, in the macrocyclization step. LC/MS (Condition A): ret. T=1.90 min, (M+Na) 601.29.